Dataset: the Open Reaction Database (ORD), a public repository of structured organic reaction records. Task: describe an organic reaction: reactants, conditions, products, and yield Reactants: COc1ccc2nc(Cl)sc2c1, [H-], [K+], [K+], COC(=O)c1ccc(N)cc1, [Na+], O=C([O-])[O-], CN(C)C=O. The product is COC(=O)c1ccc(Nc2nc3ccc(OC)cc3s2)cc1. Reaction SMILES: [Cl:1][c:2]1[s:3][c:4]2[c:5]([n:6]1)[cH:7][cH:8][c:9]([O:11][CH3:12])[cH:10]2.[H-:31].[K+:24].[K+:25].[NH2:13][c:14]1[cH:15][cH:16][c:17]([C:18](=[O:19])[O:20][CH3:21])[cH:22][cH:23]1.[Na+:30].[O-:26][C:27]([O-:28])=[O:29].[O:32]=[CH:33][N:34]([CH3:35])[CH3:36]>>[c:2]1([NH:13][c:14]2[cH:15][cH:16][c:17]([C:18](=[O:19])[O:20][CH3:21])[cH:22][cH:23]2)[s:3][c:4]2[c:5]([n:6]1)[cH:7][cH:8][c:9]([O:11][CH3:12])[cH:10]2. Starting materials: CC1=C(C=CC(=C1)C)N(S(=O)(=O)C1=CC=C(C=C1)O)CC(C)C (N-(2,4-dimethylphenyl)-4-hydroxy-N-isobutylbenzenesulfonamide), glass, N(=NC(=O)OC(C)C)C(=O)OC(C)C (diisopropyl diazene-1,2-dicarboxylate), N1=CC=C(C=C1)CO (pyridine-4ylmethanol), C1(=CC=CC=C1)P(C1=CC=CC=C1)C1=CC=CC=C1 (triphenylphosphine). Run in O1CCCC1 (Tetrahydrofuran). Conditions: time 2 day. Product: CC1=C(C=CC(=C1)C)N(S(=O)(=O)C1=CC=C(C=C1)OCC1=CC=NC=C1)CC(C)C (N-(2,4-dimethylphenyl)-N-isobutyl-4-(pyridine-4-ylmethoxy)benzenesulfonamide). Reaction SMILES: [CH3:1][C:2]1[CH:7]=[C:6]([CH3:8])[CH:5]=[CH:4][C:3]=1[N:9]([CH2:20][CH:21]([CH3:23])[CH3:22])[S:10]([C:13]1[CH:18]=[CH:17][C:16]([OH:19])=[CH:15][CH:14]=1)(=[O:12])=[O:11].[N:24]1[CH:29]=[CH:28][C:27]([CH2:30]O)=[CH:26][CH:25]=1.C1(P(C2C=CC=CC=2)C2C=CC=CC=2)C=CC=CC=1.N(C(OC(C)C)=O)=NC(OC(C)C)=O>O1CCCC1>[CH3:1][C:2]1[CH:7]=[C:6]([CH3:8])[CH:5]=[CH:4][C:3]=1[N:9]([CH2:20][CH:21]([CH3:23])[CH3:22])[S:10]([C:13]1[CH:18]=[CH:17][C:16]([O:19][CH2:30][C:27]2[CH:28]=[CH:29][N:24]=[CH:25][CH:26]=2)=[CH:15][CH:14]=1)(=[O:12])=[O:11]. Procedure: N-(2,4-dimethylphenyl)-4-hydroxy-N-isobutylbenzenesulfonamide (33 mg, 0.099 mmol), pyridine-4ylmethanol (2.52 mg, 0.148 mmol), triphenylphosphine (39 mg, 0.149 mmol) were pre-weighed into a 4 mL glass vial. Tetrahydrofuran (THF) (0.6 mL) was added followed by diisopropyl diazene-1,2-dicarboxylate (DIAD) (0.029 mL, 0.148 mmol). The vial was capped and stirred at RT for 2 days. The reaction mixture was filtered to remove any insoluble materials. The sample was purified by mass directed autoprep on... The reactants are [OH-].[Na+] (sodium hydroxide), Cl.FC1=CC2=C(C(=NO2)CCCN2CCC3(OCCO3)CC2)C=C1 (8-[3-(6-fluoro-1,2-benzisoxazol-3-yl)propyl]-1,4-dioxa-8-azaspiro[4.5]decane hydrochloride), O (water), Cl (hydrochloric acid). Run in C(C)O (ethanol). Product: FC1=CC2=C(C(=NO2)CCCN2CCC(CC2)=O)C=C1 (1-[3-(6-Fluoro-1,2-benzisoxazol-3-yl)propyl]-4-piperidone). The yield is 93.7%. RXN SMILES: Cl.[F:2][C:3]1[CH:24]=[CH:23][C:6]2[C:7]([CH2:10][CH2:11][CH2:12][N:13]3[CH2:22][CH2:21][C:16]4(OCC[O:17]4)[CH2:15][CH2:14]3)=[N:8][O:9][C:5]=2[CH:4]=1.O.Cl.[OH-].[Na+]>C(O)C>[F:2][C:3]1[CH:24]=[CH:23][C:6]2[C:7]([CH2:10][CH2:11][CH2:12][N:13]3[CH2:14][CH2:15][C:16](=[O:17])[CH2:21][CH2:22]3)=[N:8][O:9][C:5]=2[CH:4]=1 |f:0.1,4.5|. Procedure details: A mixture of 51 g of 8-[3-(6-fluoro-1,2-benzisoxazol-3-yl)propyl]-1,4-dioxa-8-azaspiro[4.5]decane hydrochloride, 100 ml of water, 100 ml of ethanol and 150 ml of 3N hydrochloric acid was heated at 75°-80° C. for 3 hrs and at ambient temperature overnight, with stirring. The mixture was cooled, basified with 3N sodium hydroxide solution and extracted with ethyl acetate-ether. The organic extracts were washed with water, saturated sodium chloride solution, dried over anhydrous magnesium sulfate an... Starting materials: CC(C)(O[Si](CC)(CC)CC)C1=NC=2N(C=C1)C(=CN2)C2=NC(=NC=C2)C2=CC=NC=C2 (7-(1-Methyl-1-triethylsilanyloxyethyl)-3-[2-(pyridin-4-yl)pyrimidin-4-yl]imidazo[1,2-α]pyrimidine). Reagents/catalysts: Cl (HCl). The product is N1=CC=C(C=C1)C1=NC=CC(=N1)C1=CN=C2N1C=CC(=N2)C(C)(C)O (2-[3-(2-(Pyridin-4-yl)pyrimidin-4-yl)imidazo[1,2-α]pyrimidin-7-yl]propan-2-ol). As a reaction SMILES: [CH3:1][C:2]([C:12]1[CH:17]=[CH:16][N:15]2[C:18]([C:21]3[CH:26]=[CH:25][N:24]=[C:23]([C:27]4[CH:32]=[CH:31][N:30]=[CH:29][CH:28]=4)[N:22]=3)=[CH:19][N:20]=[C:14]2[N:13]=1)([O:4][Si](CC)(CC)CC)[CH3:3]>Cl>[N:30]1[CH:29]=[CH:28][C:27]([C:23]2[N:22]=[C:21]([C:18]3[N:15]4[CH:16]=[CH:17][C:12]([C:2]([OH:4])([CH3:1])[CH3:3])=[N:13][C:14]4=[N:20][CH:19]=3)[CH:26]=[CH:25][N:24]=2)=[CH:32][CH:31]=1. Procedure: 7-(1-Methyl-1-triethylsilanyloxyethyl)-3-[2-(pyridin-4-yl)pyrimidin-4-yl]imidazo[1,2-α]pyrimidine from above was treated with conc. HCl (10 drops) as described in Example 39 to yield after purification by column chromatography on silica, using 6% MeOH/CH2Cl2 as the eluent, 2-[3-(2-(pyridin-4-yl)pyrimidin-4-yl)imidazo[1,2-α]pyrimidin-7-yl]propan-2-ol (51 mg, 15%): 1H NMR (360 MHz, d6-DMSO) δ 10.23 (1H, d, J 7.2), 8.98 (1H, d, J 5.5), 8.88 (1H, s), 8.85-8.80 (2H, m), 8.36 (2H, dd, J 4.5, 1.6), 8.1...